Dataset: the Open Reaction Database (ORD), a public repository of structured organic reaction records. Task: describe an organic reaction: reactants, conditions, products, and yield The reactants are CC(C)(C)OC(=O)N1CCNC(=O)C1, CC(C)(C)O, CC(C)(C)[O-], Clc1cc(N2CCC3(CC2)CO3)ncn1, [K+]. Product: CC(C)(C)OC(=O)N1CCN(CC2(O)CCN(c3cc(Cl)ncn3)CC2)C(=O)C1. RXN SMILES: [C:16]([CH3:17])([CH3:18])([CH3:19])[O:20][C:21](=[O:22])[N:23]1[CH2:24][C:25](=[O:29])[NH:26][CH2:27][CH2:28]1.[C:36]([OH:37])([CH3:38])([CH3:39])[CH3:40].[CH3:30][C:31]([CH3:32])([O-:33])[CH3:34].[Cl:1][c:2]1[cH:3][c:4]([N:8]2[CH2:9][CH2:10][C:11]3([CH2:12][O:13]3)[CH2:14][CH2:15]2)[n:5][cH:6][n:7]1.[K+:35]>>[Cl:1][c:2]1[cH:3][c:4]([N:8]2[CH2:9][CH2:10][C:11]([CH2:12][N:26]3[C:25](=[O:29])[CH2:24][N:23]([C:21]([O:20][C:16]([CH3:17])([CH3:18])[CH3:19])=[O:22])[CH2:28][CH2:27]3)([OH:13])[CH2:14][CH2:15]2)[n:5][cH:6][n:7]1. Starting materials: O=C([O-])O, CC(NC(=O)C(C)N(C)C(=O)OC(C)(C)C)C(=O)OCc1ccccc1, ClCCl, [Na+], O=C(O)C(F)(F)F. Yields the product CNC(C)C(=O)NC(C)C(=O)OCc1ccccc1. RXN SMILES: [C:34](=[O:35])([OH:36])[O-:37].[CH2:1]([c:2]1[cH:3][cH:4][cH:5][cH:6][cH:7]1)[O:8][C:9]([CH:10]([NH:11][C:12]([CH:13]([N:14]([CH3:15])[C:16]([O:17][C:18]([CH3:19])([CH3:20])[CH3:21])=[O:22])[CH3:23])=[O:24])[CH3:25])=[O:26].[Cl:39][CH2:40][Cl:41].[Na+:38].[OH:27][C:28]([C:29]([F:30])([F:31])[F:32])=[O:33]>>[CH2:1]([c:2]1[cH:3][cH:4][cH:5][cH:6][cH:7]1)[O:8][C:9]([CH:10]([NH:11][C:12]([CH:13]([NH:14][CH3:15])[CH3:23])=[O:24])[CH3:25])=[O:26]. Reactants: C(C)(=O)OCC (Ethyl acetate), O (water), NCCC1=CC=C(OCCCC2=CC(=C(C=C2)O)[C@H](CCN(C(C)C)C(C)C)C2=CC=CC=C2)C=C1 (4-{3-[4-(2-aminoethyl)phenoxy]propyl}-2-[(1R)-3-(diisopropylamino)-1-phenylpropyl]phenol), C(C1=CC=CC=C1)OC1=C(C=C(C=C1)[C@H](CBr)O[Si](C)(C)C(C)(C)C)NS(=O)(=O)C (N-{2-(benzyloxy)-5-[(1R)-2-bromo-1-{[tert-butyl(dimethyl)silyl]oxy}ethyl]phenyl}methanesulfonamide). Run in CS(=O)C (dimethylsulfoxide). Product: N (ammonia), C(C1=CC=CC=C1)OC1=C(C=C(C=C1)[C@H](CNCCC1=CC=C(C=C1)OCCCC1=CC(=C(C=C1)O)[C@H](CCN(C(C)C)C(C)C)C1=CC=CC=C1)O[Si](C)(C)C(C)(C)C)NS(=O)(=O)C (N-{2-(benzyloxy)-5-[(1R)-1-{[tert-butyl(dimethyl)silyl]oxy}-2-({2-[4-(3-{3-[(1R)-3-(diisopropylamino)-1-phenylpropyl]-4-hydroxyphenyl}propoxy)phenyl]ethyl}amino)ethyl]phenyl}methanesulfonamide). RXN SMILES: [NH2:1][CH2:2][CH2:3][C:4]1[CH:36]=[CH:35][C:7]([O:8][CH2:9][CH2:10][CH2:11][C:12]2[CH:17]=[CH:16][C:15]([OH:18])=[C:14]([C@@H:19]([C:29]3[CH:34]=[CH:33][CH:32]=[CH:31][CH:30]=3)[CH2:20][CH2:21][N:22]([CH:26]([CH3:28])[CH3:27])[CH:23]([CH3:25])[CH3:24])[CH:13]=2)=[CH:6][CH:5]=1.[CH2:37]([O:44][C:45]1[CH:50]=[CH:49][C:48]([C@@H:51]([O:54][Si:55]([C:58]([CH3:61])([CH3:60])[CH3:59])([CH3:57])[CH3:56])[CH2:52]Br)=[CH:47][C:46]=1[NH:62][S:63]([CH3:66])(=[O:65])=[O:64])[C:38]1[CH:43]=[CH:42][CH:41]=[CH:40][CH:39]=1.C(OCC)(=O)C.O>CS(C)=O>[NH3:1].[CH2:37]([O:44][C:45]1[CH:50]=[CH:49][C:48]([C@@H:51]([O:54][Si:55]([C:58]([CH3:59])([CH3:61])[CH3:60])([CH3:57])[CH3:56])[CH2:52][NH:1][CH2:2][CH2:3][C:4]2[CH:5]=[CH:6][C:7]([O:8][CH2:9][CH2:10][CH2:11][C:12]3[CH:17]=[CH:16][C:15]([OH:18])=[C:14]([C@@H:19]([C:29]4[CH:30]=[CH:31][CH:32]=[CH:33][CH:34]=4)[CH2:20][CH2:21][N:22]([CH:26]([CH3:27])[CH3:28])[CH:23]([CH3:25])[CH3:24])[CH:13]=3)=[CH:35][CH:36]=2)=[CH:47][C:46]=1[NH:62][S:63]([CH3:66])(=[O:64])=[O:65])[C:38]1[CH:43]=[CH:42][CH:41]=[CH:40][CH:39]=1. Procedure details: 4-{3-[4-(2-aminoethyl)phenoxy]propyl}-2-[(1R)-3-(diisopropylamino)-1-phenylpropyl]phenol (Preparation 8, 134 mg, 0.27 mmol) and N-{2-(benzyloxy)-5-[(1R)-2-bromo-1-{[tert-butyl(dimethyl)silyl]oxy}ethyl]phenyl}methanesulfonamide (Prepared according to WO2005/080324, 145 mg, 0.28 mmol) were heated at 90° C. in dimethylsulfoxide (0.5 ml) for 24 hours. Ethyl acetate (20 ml) and water (10 ml) were added and the organics separated. The aqueous was washed with ethyl acetate (20 ml) and the combined orga... The reactants are NC(CO)(C)C (2-amino 2-methyl propanol), ClC1=C(C(=O)Cl)C=CC=N1 (2-chloro nicotinic acid chloride). Solvent: ClC(C)Cl.O1CCCC1 (dichloroethane tetrahydrofuran), ClCCl.O1CCCC1 (dichloromethane tetrahydrofuran). Product: ClC1=NC=CC=C1C(=O)NC(CO)(C)C (2-chloro 3-(1,1-dimethyl-2-hydroxy-ethyl)aminocarbonyl pyridine). As a reaction SMILES: [NH2:1][C:2]([CH3:6])([CH3:5])[CH2:3][OH:4].[Cl:7][C:8]1[N:16]=[CH:15][CH:14]=[CH:13][C:9]=1[C:10](Cl)=[O:11]>ClC(Cl)C.O1CCCC1.ClCCl.O1CCCC1>[Cl:7][C:8]1[C:9]([C:10]([NH:1][C:2]([CH3:6])([CH3:5])[CH2:3][OH:4])=[O:11])=[CH:13][CH:14]=[CH:15][N:16]=1 |f:2.3,4.5|. Procedure: 134 ml (1.4 mole) of 2-amino 2-methyl propanol are dissolved in 600 ml of a dichloroethane/tetrahydrofuran mixture (85/15 v/v) and the solution is cooled in an ice/sodium chloride bath. 70.4 g (0.4 mole) of 2-chloro nicotinic acid chloride, prepared as described in Example 1 and dissolved in 770 ml of a dichloromethane/tetrahydrofuran mixture (85/15 v/v) are added such that the temperature is maintained at or below 0° C. Reactants: CCO, COC(=O)c1c(Cl)ccc(C=O)c1F, NO. The product is COC(=O)c1c(Cl)ccc(C=NO)c1F. As a reaction SMILES: [CH3:17][CH2:18][OH:19].[CH3:1][O:2][C:3]([c:4]1[c:5]([F:13])[c:6]([CH:11]=[O:12])[cH:7][cH:8][c:9]1[Cl:10])=[O:14].[NH2:15][OH:16]>>[CH3:1][O:2][C:3]([c:4]1[c:5]([F:13])[c:6]([CH:11]=[N:15][OH:16])[cH:7][cH:8][c:9]1[Cl:10])=[O:14]. Reactants: FC=1C=C2C(=CNC2=CC1)C=O (5-fluoroindol-3-carbaldehyde), [H-].[Na+] (sodium hydride), CI (methyl iodide). The solvent is CN(C)C=O (DMF), Cl (HCl). Conditions: temperature 0 celsius. The product is FC=1C=C2C(=CN(C2=CC1)C)C=O (5-fluoro-1-methylindole-3-carbaldehyde). The yield is 38.9%. As a reaction SMILES: [F:1][C:2]1[CH:3]=[C:4]2[C:8](=[CH:9][CH:10]=1)[NH:7][CH:6]=[C:5]2[CH:11]=[O:12].[H-].[Na+].[CH3:15]I>CN(C=O)C.Cl>[F:1][C:2]1[CH:3]=[C:4]2[C:8](=[CH:9][CH:10]=1)[N:7]([CH3:15])[CH:6]=[C:5]2[CH:11]=[O:12] |f:1.2|. Procedure details: In DMF (100 ml) was dissolved 5-fluoroindol-3-carbaldehyde (5.17 g, 36.7 mmol). To the resulting solution was added sodium hydride (60% in oil, 1.39 g, 34.9 mmol) in portions under stirring at 0° C. After the reaction mixture was stirred at the same temperature for 1 hour, methyl iodide (4.57 ml, 73.4 mmol) was added thereto at 0° C. The resulting mixture was stirred at room temperature for 18 hours. The reaction mixture was poured in 1N HCl, followed by extraction with ether. The extract was wa... Reactants: C(C)OC(=O)COC1=CC=C(C=C1)C(C)(C)C1=CC=C(OCC(=O)OCC)C=C1 (ethyl 4-[1-(4-ethoxycarbonylmethoxyphenyl)-1-methylethyl]phenoxyacetate), [OH-].[Na+] (sodium hydroxide). Solvent: CO (methanol). Yields the product C(=O)(O)COC1=CC=C(C=C1)C(C)(C)C1=CC=C(OCC(=O)O)C=C1 (4-[1-(4-Carboxymethoxyphenyl)-1-methylethyl]phenoxy-acetic Acid). RXN SMILES: C([O:3][C:4]([CH2:6][O:7][C:8]1[CH:13]=[CH:12][C:11]([C:14]([C:17]2[CH:29]=[CH:28][C:20]([O:21][CH2:22][C:23]([O:25]CC)=[O:24])=[CH:19][CH:18]=2)([CH3:16])[CH3:15])=[CH:10][CH:9]=1)=[O:5])C.[OH-].[Na+]>CO>[C:23]([CH2:22][O:21][C:20]1[CH:19]=[CH:18][C:17]([C:14]([C:11]2[CH:10]=[CH:9][C:8]([O:7][CH2:6][C:4]([OH:5])=[O:3])=[CH:13][CH:12]=2)([CH3:16])[CH3:15])=[CH:29][CH:28]=1)([OH:25])=[O:24] |f:1.2|. Procedure details: 6.7 g of ethyl 4-[1-(4-ethoxycarbonylmethoxyphenyl)-1-methylethyl]phenoxyacetate are dissolved in 20 ml of methanol, and 16.7 g of 10% strength sodium hydroxide solution are added. The mixture is heated to boiling under reflux for 3 hours, after which it is cooled down and the methanol is then distilled off on a rotary evaporator. The residue is diluted with water and acidified to pH 2 with 2 N HCl; the colorless precipitate is then filtered off with suction, washed with water and dried in vacuo... Conditions: temperature 50 celsius. Run in CO (methanol). Reactants: FC=1C=C(C=CC1OCCCO)C=1C=C(C=C(C1)OCOCCOC)C1=CC=C(C=C1)OCCOCOCCOC (3-{3″-fluoro-5′-(2-methoxy-ethoxymethoxy)-4-[2-(2-methoxy-ethoxymethoxy)-ethoxy]-[1,1′;3′,1″]terphenyl-4″-yloxy}-propane-1-ol), Cl (hydrochloric acid). Product: FC=1C=C(C=CC1OCCCO)C=1C=C(C=C(C1)O)C1=CC=C(C=C1)OCCO (3″-Fluoro-4-(2-hydroxy-ethoxy)-4″-(3-hydroxy-propoxy)-[1,1′;3′,1″]terphenyl-5′-ol). Procedure: 2.20 g (4.15 mmol) 3-{3″-fluoro-5′-(2-methoxy-ethoxymethoxy)-4-[2-(2-methoxy-ethoxymethoxy)-ethoxy]-[1,1′;3′,1″]terphenyl-4″-yloxy}-propane-1-ol are dissolved in 25 ml methanol and after addition of 3 ml conc. hydrochloric acid heated overnight at 50° C. The solvent is removed in vacuo, the crude product is dissolved in MTB ether, washed with water and sat. aq. sodium chloride solution, and dried over sodium sulfate. The solvent is removed in vacuo and the crude product is crystallized from dich... As a reaction SMILES: [F:1][C:2]1[CH:3]=[C:4]([C:13]2[CH:14]=[C:15]([C:26]3[CH:31]=[CH:30][C:29]([O:32][CH2:33][CH2:34][O:35]COCCOC)=[CH:28][CH:27]=3)[CH:16]=[C:17]([O:19]COCCOC)[CH:18]=2)[CH:5]=[CH:6][C:7]=1[O:8][CH2:9][CH2:10][CH2:11][OH:12].Cl>CO>[F:1][C:2]1[CH:3]=[C:4]([C:13]2[CH:14]=[C:15]([C:26]3[CH:31]=[CH:30][C:29]([O:32][CH2:33][CH2:34][OH:35])=[CH:28][CH:27]=3)[CH:16]=[C:17]([OH:19])[CH:18]=2)[CH:5]=[CH:6][C:7]=1[O:8][CH2:9][CH2:10][CH2:11][OH:12].